Dataset: the Open Reaction Database (ORD), a public repository of structured organic reaction records. Task: describe an organic reaction: reactants, conditions, products, and yield Reactants: Material I, CC1(C2CCC(C1C2)C=O)C (myrtanal). Run in C(C)#N (acetonitrile). Product: CC1(C2CCC3(C1C2)CO3)C (β-Pinene Epoxide). As a reaction SMILES: [CH3:1][C:2]1([CH3:11])[CH:7]2[CH2:8][CH:3]1[CH2:4][CH2:5][CH:6]2[CH:9]=[O:10]>C(#N)C>[CH3:1][C:2]1([CH3:11])[CH:7]2[CH2:8][CH:3]1[CH2:4][CH2:5][C:6]12[O:10][CH2:9]1. Reported procedure: Material I was used in the procedure described in example 11 in acetonitrile and it was observed that after 2 h of reaction time, the conversion was less than 23% and selectivity for myrtanal was 53%. The reactants are N1C=NC=C1 (Imidazole), C1(=CC=CC=C1)P(C1=CC=CC=C1)C1=CC=CC=C1 (triphenylphosphine), II (iodine), C(C)(C)(C)OC(CCCCCCCO)=O (t-butyl-8-hydroxyoctanoate). The solvent is O (water), ClCCl (dichloromethane). Run at time 2 hour. Product: C(C)(C)(C)OC(CCCCCCCI)=O (t-butyl-8-iodooctanoate). As a reaction SMILES: N1C=CN=C1.C1(P(C2C=CC=CC=2)C2C=CC=CC=2)C=CC=CC=1.[I:25]I.[C:27]([O:31][C:32](=[O:41])[CH2:33][CH2:34][CH2:35][CH2:36][CH2:37][CH2:38][CH2:39]O)([CH3:30])([CH3:29])[CH3:28]>O.ClCCl>[C:27]([O:31][C:32](=[O:41])[CH2:33][CH2:34][CH2:35][CH2:36][CH2:37][CH2:38][CH2:39][I:25])([CH3:30])([CH3:29])[CH3:28]. Procedure details: Imidazole (2.10 g, 30.9 mmol), triphenylphosphine (8.10 g, 30.9 mmol), and iodine (6.27 g, 24.7 mmol) were successively added to a dichloromethane solution (100 mL) of t-butyl-8-hydroxyoctanoate (4) (4.45 g, 20.6 mmol) at 0° C. under the argon atmosphere, and the temperature of the reaction solution was raised to room temperature, followed by stirring for 2 hours. Thereafter, water (5 mL) was added to the reaction solution, and the mixture was washed successively with a 0.1 N aqueous sodium peri... Starting materials: CCCCn1c(=O)c2c(NC)n[nH]c2n(CCCl)c1=O, NCc1ccccc1, C1COCCO1. Product: CCCCn1c(=O)c2c(NC)n[nH]c2n(CCNCc2ccccc2)c1=O. As a reaction SMILES: [CH2:1]([CH2:2][CH2:3][CH3:4])[n:5]1[c:6](=[O:20])[n:7]([CH2:17][CH2:18][Cl:19])[c:8]2[c:9]([c:10]1=[O:11])[c:12]([NH:15][CH3:16])[n:13][nH:14]2.[NH2:21][CH2:22][c:23]1[cH:24][cH:25][cH:26][cH:27][cH:28]1.[O:29]1[CH2:30][CH2:31][O:32][CH2:33][CH2:34]1>>[CH2:1]([CH2:2][CH2:3][CH3:4])[n:5]1[c:6](=[O:20])[n:7]([CH2:17][CH2:18][NH:21][CH2:22][c:23]2[cH:24][cH:25][cH:26][cH:27][cH:28]2)[c:8]2[c:9]([c:10]1=[O:11])[c:12]([NH:15][CH3:16])[n:13][nH:14]2. Reactants: C(=O)(OC)C1=C(C(=CC(=C1)Br)Cl)NC(C)=O (N-(2-carbomethoxy-4-bromo-6-chlorophenyl)acetamide). Run in C(C)O (ethanol). Conditions: time 2 hour. Yields the product C(=O)(OC)C1=C(C(=CC=C1)Cl)NC(C)=O (N-(2-Carbomethoxy-6-chlorophenyl)acetamide). Isolated yield 78.2%. As a reaction SMILES: [C:1]([C:5]1[CH:10]=[C:9](Br)[CH:8]=[C:7]([Cl:12])[C:6]=1[NH:13][C:14](=[O:16])[CH3:15])([O:3][CH3:4])=[O:2]>C(O)C>[C:1]([C:5]1[CH:10]=[CH:9][CH:8]=[C:7]([Cl:12])[C:6]=1[NH:13][C:14](=[O:16])[CH3:15])([O:3][CH3:4])=[O:2]. Procedure: In a hydrogenation apparatus was placed 3.1 g of N-(2-carbomethoxy-4-bromo-6-chlorophenyl)acetamide and 100 mL of ethanol. The apparatus was purged with nitrogen and 0.1 g of 10 percent palladium on charcoal was added. The mixture was agitated under a hydrogen atmosphere at 40 psig for 2 hr at ambient temperature. The mixture was filtered to remove the catalyst, and the solvent was removed from the filtrate under reduced pressure. The product was purified by elution from a silica gel column usin... Reactants: ClCCl, CCN=C=S, OCCC1CCNCC1. Yields the product CCNC(=S)N1CCC(CCO)CC1. Reaction SMILES: [Cl:15][CH2:16][Cl:17].[N:10](=[C:11]=[S:12])[CH2:13][CH3:14].[NH:1]1[CH2:2][CH2:3][CH:4]([CH2:7][CH2:8][OH:9])[CH2:5][CH2:6]1>>[N:1]1([C:11]([NH:10][CH2:13][CH3:14])=[S:12])[CH2:2][CH2:3][CH:4]([CH2:7][CH2:8][OH:9])[CH2:5][CH2:6]1. Reactants: NC1=CC(=C(C(=O)OC)C=C1N)C (methyl 4,5-diamino-2-methylbenzoate), C(C(=O)OCC)(=O)OCC (diethyl oxalate). Reaction conditions: temperature 145 celsius, time 3 hour. Product: CC1=C(C=C2NC(C(NC2=C1)=O)=O)C(=O)OC (methyl 7-methyl-2,3-dioxo-1,2,3,4-tetrahydroquinoxaline-6-carboxylate). Reaction SMILES: [NH2:1][C:2]1[C:11]([NH2:12])=[CH:10][C:5]([C:6]([O:8][CH3:9])=[O:7])=[C:4]([CH3:13])[CH:3]=1.[C:14](OCC)(=[O:20])[C:15](OCC)=[O:16]>>[CH3:13][C:4]1[CH:3]=[C:2]2[C:11]([NH:12][C:14](=[O:20])[C:15](=[O:16])[NH:1]2)=[CH:10][C:5]=1[C:6]([O:8][CH3:9])=[O:7]. Procedure details: A mixture of 3.98 g of methyl 4,5-diamino-2-methylbenzoate and 40 mL of diethyl oxalate was stirred at 145° C. for 3 hours. After cooling to room temperature, the solid was collected by filtration, washed with diethyl ether, and dried under reduced pressure to obtain 4.75 g of methyl 7-methyl-2,3-dioxo-1,2,3,4-tetrahydroquinoxaline-6-carboxylate.